The task is: describe an organic reaction: reactants, conditions, products, and yield. This data is from the Open Reaction Database (ORD), a public repository of structured organic reaction records. The reactants are BrC1=C(C=C(C(=O)OC)C=C1)C (Methyl 4-bromo-3-methylbenzoate), COC1=C(C=CC=C1)B(O)O (2-methoxyphenylboronic acid), C([O-])([O-])=O.[K+].[K+] (potassium carbonate), O (water). The product is COC1=C(C=CC=C1)C1=C(C=C(C=C1)C(=O)OC)C (methyl 2′-methoxy-2-methylbiphenyl-4-carboxylate). RXN SMILES: Br[C:2]1[CH:11]=[CH:10][C:5]([C:6]([O:8][CH3:9])=[O:7])=[CH:4][C:3]=1[CH3:12].[CH3:13][O:14][C:15]1[CH:20]=[CH:19][CH:18]=[CH:17][C:16]=1B(O)O.C(=O)([O-])[O-].[K+].[K+].O>C1(C)C=CC=CC=1.CCOC(C)=O.C1C=CC([P]([Pd]([P](C2C=CC=CC=2)(C2C=CC=CC=2)C2C=CC=CC=2)([P](C2C=CC=CC=2)(C2C=CC=CC=2)C2C=CC=CC=2)[P](C2C=CC=CC=2)(C2C=CC=CC=2)C2C=CC=CC=2)(C2C=CC=CC=2)C2C=CC=CC=2)=CC=1>[CH3:13][O:14][C:15]1[CH:20]=[CH:19][CH:18]=[CH:17][C:16]=1[C:2]1[CH:11]=[CH:10][C:5]([C:6]([O:8][CH3:9])=[O:7])=[CH:4][C:3]=1[CH3:12] |f:2.3.4,^1:47,49,68,87|. Reagents/catalysts: C=1C=CC(=CC1)[P](C=2C=CC=CC2)(C=3C=CC=CC3)[Pd]([P](C=4C=CC=CC4)(C=5C=CC=CC5)C=6C=CC=CC6)([P](C=7C=CC=CC7)(C=8C=CC=CC8)C=9C=CC=CC9)[P](C=1C=CC=CC1)(C=1C=CC=CC1)C=1C=CC=CC1 (tetrakis(triphenylphosphine)palladium(0)). Procedure: Methyl 4-bromo-3-methylbenzoate (ABCR, 4.90 g; 21.39 mmol; 1 eq.), 2-methoxyphenylboronic acid (3.575 g; 23.53 mmol; 1.10 eq.), potassium carbonate (14.781 mg; 107 mmol; 5 eq.), tetrakis(triphenylphosphine)palladium(0) (2.5 mg; 2.14 mmol; 0.10 eq.) were mixed in toluene (24.5 mL) and water (24.5 mL) under N2 atmosphere. The reaction mixture was degassed with N2 for 10 min and was heated under reflux for 6 hours. The reaction mixture was cooled to RT, filtered over a pad of celite and washed with... Yield: 79.9%. Solvent: C1(=CC=CC=C1)C (toluene), CCOC(=O)C (EtOAc). The reactants are Cc1n[nH]cc1Br, CC(=O)[O-], CC(=O)[O-], CN(C)C=O, [Cu+2], OB(O)Oc1ccccc1F, c1ccncc1. Yields the product Cc1nn(-c2ccccc2F)cc1Br. As a reaction SMILES: [Br:1][c:2]1[c:3]([CH3:7])[n:4][nH:5][cH:6]1.[C:30]([O-:31])(=[O:32])[CH3:33].[C:35]([O-:36])(=[O:37])[CH3:38].[CH3:25][N:26]([CH3:27])[CH:28]=[O:29].[Cu+2:34].[F:8][c:9]1[c:10]([O:15][B:16]([OH:17])[OH:18])[cH:11][cH:12][cH:13][cH:14]1.[cH:19]1[cH:20][cH:21][n:22][cH:23][cH:24]1>>[Br:1][c:2]1[c:3]([CH3:7])[n:4][n:5](-[c:10]2[c:9]([F:8])[cH:14][cH:13][cH:12][cH:11]2)[cH:6]1. Procedure: Prepared according to the method of Example 220 using the product of Example 219 and tetrahydrofurfurylamine. Reaction SMILES: Br[C:2]1[S:3][C:4]2[C:9]([Cl:10])=[N:8][C:7]([S:11][CH2:12][C:13]3[CH:18]=[CH:17][CH:16]=[CH:15][CH:14]=3)=[N:6][C:5]=2[N:19]=1.[CH2:20]([NH2:26])[CH:21]1[O:25][CH2:24][CH2:23][CH2:22]1>>[Cl:10][C:9]1[C:4]2[S:3][C:2]([NH:26][CH2:20][CH:21]3[CH2:22][CH2:23][CH2:24][O:25]3)=[N:19][C:5]=2[N:6]=[C:7]([S:11][CH2:12][C:13]2[CH:18]=[CH:17][CH:16]=[CH:15][CH:14]=2)[N:8]=1. Reactants: BrC=1SC2=C(N=C(N=C2Cl)SCC2=CC=CC=C2)N1 (2-Bromo-7-chloro-5-[(phenylmethyl)thio]thiazolo[4,5-d]pyrimidine), C(C1CCCO1)N (tetrahydrofurfurylamine). Yields the product ClC=1C2=C(N=C(N1)SCC1=CC=CC=C1)N=C(S2)NCC2OCCC2 (7-Chloro-5-[(phenylmethyl)thio]-N-[(tetrahydro-2-furanyl)methyl]-thiazolo[4,5-d]pyrimidin-2-amine). The product is ClC=1C(=CC(=C(C1)S(=O)(=O)N(C=1SC=NN1)CC1=C(C=C(C=C1)OC)OC)F)OC=1C=C(C(=CC1C1=CN=NC=C1)Cl)C1=C(C=CC=C1)F (5-Chloro-4-(6-chloro-2′-fluoro-4-(pyridazin-4-yl)biphenyl-3-yloxy)-N-(2,4-dimethoxybenzyl)-2-fluoro-N-(1,3,4-thiadiazol-2-yl)benzenesulfonamide). Starting materials: ClC=1C(=CC(=C(C1)S(=O)(=O)N(C=1SC=NN1)CC1=C(C=C(C=C1)OC)OC)F)OC=1C=C(C(=CC1I)Cl)C1=C(C=CC=C1)F (5-chloro-4-(6-chloro-2′-fluoro-4-iodobiphenyl-3-yloxy)-N-(2,4-dimethoxybenzyl)-2-fluoro-N-(1,3,4-thiadiazol-2-yl)benzenesulfonamide), C(CCC)[Sn](C1=CN=NC=C1)(CCCC)CCCC (4-(tributylstannyl)pyridazine), [F-].[Cs+] (caesium fluoride), C(C)#N (acetonitrile). As a reaction SMILES: [Cl:1][C:2]1[C:3]([O:29][C:30]2[CH:31]=[C:32]([C:38]3[CH:43]=[CH:42][CH:41]=[CH:40][C:39]=3[F:44])[C:33]([Cl:37])=[CH:34][C:35]=2I)=[CH:4][C:5]([F:28])=[C:6]([S:8]([N:11]([CH2:17][C:18]2[CH:23]=[CH:22][C:21]([O:24][CH3:25])=[CH:20][C:19]=2[O:26][CH3:27])[C:12]2[S:13][CH:14]=[N:15][N:16]=2)(=[O:10])=[O:9])[CH:7]=1.C([Sn](CCCC)(CCCC)[C:50]1[CH:55]=[CH:54][N:53]=[N:52][CH:51]=1)CCC.[F-].[Cs+].C(#N)C>C(OCC)(=O)C.C1C=CC(/C=C/C(/C=C/C2C=CC=CC=2)=O)=CC=1.C1C=CC(/C=C/C(/C=C/C2C=CC=CC=2)=O)=CC=1.C1C=CC(/C=C/C(/C=C/C2C=CC=CC=2)=O)=CC=1.[Pd].[Pd].[Cu]I>[Cl:1][C:2]1[C:3]([O:29][C:30]2[CH:31]=[C:32]([C:38]3[CH:43]=[CH:42][CH:41]=[CH:40][C:39]=3[F:44])[C:33]([Cl:37])=[CH:34][C:35]=2[C:50]2[CH:55]=[CH:54][N:53]=[N:52][CH:51]=2)=[CH:4][C:5]([F:28])=[C:6]([S:8]([N:11]([CH2:17][C:18]2[CH:23]=[CH:22][C:21]([O:24][CH3:25])=[CH:20][C:19]=2[O:26][CH3:27])[C:12]2[S:13][CH:14]=[N:15][N:16]=2)(=[O:10])=[O:9])[CH:7]=1 |f:2.3,6.7.8.9.10|. Reaction conditions: temperature 45 celsius. The reagents and catalysts are C=1C=CC(=CC1)/C=C/C(=O)/C=C/C2=CC=CC=C2.C=1C=CC(=CC1)/C=C/C(=O)/C=C/C2=CC=CC=C2.C=1C=CC(=CC1)/C=C/C(=O)/C=C/C2=CC=CC=C2.[Pd].[Pd] (Tris(dibenzylideneacetone)dipalladium), [Cu]I (copper (I) iodide). The solvent is C(C)(=O)OCC (ethyl acetate). Isolated yield 39.0%. Reported procedure: Tetrakistriphenylphosphinepalladium (0) (44 mg, 0.038 mmol) and copper (I) iodide (29 mg, 0.152 mmol) were added to a degassed mixture of 5-chloro-4-(6-chloro-2′-fluoro-4-iodobiphenyl-3-yloxy)-N-(2,4-dimethoxybenzyl)-2-fluoro-N-(1,3,4-thiadiazol-2-yl)benzenesulfonamide (Preparation 93, 600 mg, 0.759 mmol), 4-(tributylstannyl)pyridazine (364 mg, 0.987 mmol), caesium fluoride (230 mg, 1.52 mmol), and acetonitrile (5.0 mL). The reaction was heated at 45° C. for 18 hours and then the cooled reaction... The reactants are CCO, O=Cc1ccc(O)c(C(=O)O)c1, N#CCC#N, NCc1ccccc1. The product is N#CC(C#N)=Cc1ccc(O)c(C(=O)O)c1. Reaction SMILES: [CH3:26][CH2:27][OH:28].[CH:6](=[O:7])[c:8]1[cH:9][cH:10][c:11]([OH:17])[c:12]([C:13](=[O:14])[OH:15])[cH:16]1.[N:1]#[C:2][CH2:3][C:4]#[N:5].[NH2:18][CH2:19][c:20]1[cH:21][cH:22][cH:23][cH:24][cH:25]1>>[N:1]#[C:2][C:3]([C:4]#[N:5])=[CH:6][c:8]1[cH:9][cH:10][c:11]([OH:17])[c:12]([C:13](=[O:14])[OH:15])[cH:16]1. Reactants: CNC, Cl, N#C[K], O=C1CCCC1, O. Product: CN(C)C1(C#N)CCCC1. As a reaction SMILES: [CH3:2][NH:3][CH3:4].[ClH:1].[K:11][C:12]#[N:13].[O:5]=[C:6]1[CH2:7][CH2:8][CH2:9][CH2:10]1.[OH2:14]>>[CH3:2][N:3]([CH3:4])[C:6]1([C:12]#[N:13])[CH2:7][CH2:8][CH2:9][CH2:10]1. Starting materials: CCN=C=NCCCN(C)C, CN(C)c1ccncc1, ClCCl, Cl, Cc1c(C(F)(F)F)[nH]c2c(C(=O)O)cccc12, Nc1cccc(-c2cncnc2)c1. The product is Cc1c(C(F)(F)F)[nH]c2c(C(=O)Nc3cccc(-c4cncnc4)c3)cccc12. Reaction SMILES: [CH2:32]([N:33]=[C:34]=[N:35][CH2:36][CH2:37][CH2:38][N:39]([CH3:40])[CH3:41])[CH3:42].[CH3:46][N:47]([CH3:48])[c:49]1[cH:50][cH:51][n:52][cH:53][cH:54]1.[Cl:43][CH2:44][Cl:45].[ClH:31].[F:1][C:2]([c:3]1[nH:4][c:5]2[c:6]([C:13](=[O:14])[OH:15])[cH:7][cH:8][cH:9][c:10]2[c:11]1[CH3:12])([F:16])[F:17].[n:18]1[cH:19][n:20][cH:21][c:22](-[c:24]2[cH:25][c:26]([NH2:27])[cH:28][cH:29][cH:30]2)[cH:23]1>>[F:1][C:2]([c:3]1[nH:4][c:5]2[c:6]([C:13](=[O:15])[NH:27][c:26]3[cH:25][c:24](-[c:22]4[cH:21][n:20][cH:19][n:18][cH:23]4)[cH:30][cH:29][cH:28]3)[cH:7][cH:8][cH:9][c:10]2[c:11]1[CH3:12])([F:16])[F:17]. The reactants are N#CCC(N)=S, COc1cc(C=CC=O)cc(OC)c1O. The product is COc1cc(C=CC=C(C#N)C(N)=S)cc(OC)c1O. RXN SMILES: [C:16](#[N:17])[CH2:18][C:19](=[S:20])[NH2:21].[CH3:1][O:2][c:3]1[cH:4][c:5]([CH:6]=[CH:7][CH:8]=[O:9])[cH:10][c:11]([O:14][CH3:15])[c:12]1[OH:13]>>[CH3:1][O:2][c:3]1[cH:4][c:5]([CH:6]=[CH:7][CH:8]=[C:18]([C:16]#[N:17])[C:19](=[S:20])[NH2:21])[cH:10][c:11]([O:14][CH3:15])[c:12]1[OH:13]. Reactants: CNC=1C=NC=CC1C1=C(C=CC=C1)C (N-methyl-4-o-tolylpyridin-3-amine), ClC=1C=C(C(=O)O)C=C(N1)C (2-chloro-6-methylisonicotinic acid). Yields the product ClC=1C=C(C(=O)N(C=2C=NC=CC2C2=C(C=CC=C2)C)C)C=C(N1)C (2-Chloro-6,N-dimethyl-N-(4-o-tolyl-pyridin-3-yl)-isonicotinamide). As a reaction SMILES: [CH3:1][NH:2][C:3]1[CH:4]=[N:5][CH:6]=[CH:7][C:8]=1[C:9]1[CH:14]=[CH:13][CH:12]=[CH:11][C:10]=1[CH3:15].[Cl:16][C:17]1[CH:18]=[C:19]([CH:23]=[C:24]([CH3:26])[N:25]=1)[C:20]([OH:22])=O>>[Cl:16][C:17]1[CH:18]=[C:19]([CH:23]=[C:24]([CH3:26])[N:25]=1)[C:20]([N:2]([CH3:1])[C:3]1[CH:4]=[N:5][CH:6]=[CH:7][C:8]=1[C:9]1[CH:14]=[CH:13][CH:12]=[CH:11][C:10]=1[CH3:15])=[O:22]. Reported procedure: The title compound was prepared in analogy to example 90, from N-methyl-4-o-tolylpyridin-3-amine (example 1, intermediate a) and 2-chloro-6-methylisonicotinic acid (CAS RN 25462-85-5) after a reaction time of 64 hours. The compound was purified by silica gel chromatography on a 10 g column using a MPLC system eluting with a gradient of n-heptane:EtOAc (100:0 to 0:100). Light brown foam (7%). MS (ESI): m/z=352.12 [M+H]+.